This data is from the Open Reaction Database (ORD), a public repository of structured organic reaction records. The task is: describe an organic reaction: reactants, conditions, products, and yield Reactants: triethyl phosphonoacetate, [H-].[Na+] (NaH), C1CCOC1 (THF), S(=O)(=O)(C1=CC=C(C)C=C1)NN (TsNHNH2), OC1=C(C=C(C=O)C=C1OC)OC (4-hydroxy-3,5-dimethoxybenzaldehyde). Reaction conditions: time 16 hour. Product: OC1=C(C=C(C=C1OC)/C=C/C(=O)OCC)OC (Ethyl (2E)-3-[4-hydroxy-3,5-bis(methyloxy)phenyl]-2-propenoate). Reaction SMILES: [H-].[Na+].[OH:3][C:4]1[C:11]([O:12][CH3:13])=[CH:10][C:7]([CH:8]=O)=[CH:6][C:5]=1[O:14][CH3:15].S(NN)(C1C=CC(C)=CC=1)(=O)=[O:17].[CH2:28]1[CH2:32][O:31][CH2:30][CH2:29]1>>[OH:3][C:4]1[C:11]([O:12][CH3:13])=[CH:10][C:7](/[CH:8]=[CH:29]/[C:30]([O:31][CH2:32][CH3:28])=[O:17])=[CH:6][C:5]=1[O:14][CH3:15] |f:0.1|. Procedure details: To a stirred solution of triethyl phosphonoacetate (0.60 mL, 3.02 mmol) in THF (5 mL) was added portion-wise NaH (60% dispersion in mineral oil, 360 mg, 9.00 mmol) over 2-3 mins. After effervescence had ceased, 4-hydroxy-3,5-dimethoxybenzaldehyde (547 mg, 3.00 mmol) was added portion-wise, washing in with THF (3 mL). More THF (2×2 mL) was added to the thick slurry and the resulting mixture was then heated to reflux for 21 hours. The mixture was then allowed to cool slowly to ambient temperature ... Starting materials: CN(C)C=O, [Cl-], [Li+], O, O=c1[nH]nc(-c2cccc(CO)c2)c2ccccc12, CS(=O)(=O)Cl, Cc1cc(C)nc(C)c1. Product: O=c1[nH]nc(-c2cccc(CCl)c2)c2ccccc12. As a reaction SMILES: [CH3:36][N:37]([CH3:38])[CH:39]=[O:40].[Cl-:35].[Li+:34].[OH2:41].[OH:1][CH2:2][c:3]1[cH:4][c:5](-[c:9]2[n:10][nH:11][c:12](=[O:19])[c:13]3[cH:14][cH:15][cH:16][cH:17][c:18]23)[cH:6][cH:7][cH:8]1.[S:29]([CH3:30])(=[O:31])(=[O:32])[Cl:33].[n:20]1[c:21]([CH3:22])[cH:23][c:24]([CH3:25])[cH:26][c:27]1[CH3:28]>>[CH2:2]([c:3]1[cH:4][c:5](-[c:9]2[n:10][nH:11][c:12](=[O:19])[c:13]3[cH:14][cH:15][cH:16][cH:17][c:18]23)[cH:6][cH:7][cH:8]1)[Cl:33]. Starting materials: OC1(C(C(C=C1)=O)C)C (3-hydroxy-2,3-dimethyl-4-cyclopentenone), C(C)(=O)OC(C)=O (acetic anhydride), resultant mixture. Product: C(C)(=O)OC1(C(C(C=C1)=O)C)C (3-acetoxy-2,3-dimethyl-cyclopentenone). Reaction SMILES: [OH:1][C:2]1([CH3:9])[CH:6]=[CH:5][C:4](=[O:7])[CH:3]1[CH3:8].[C:10](OC(=O)C)(=[O:12])[CH3:11]>>[C:10]([O:1][C:2]1([CH3:9])[CH:6]=[CH:5][C:4](=[O:7])[CH:3]1[CH3:8])(=[O:12])[CH3:11]. Procedure details: Into the same flask as used in Example 1, dl-3-hydroxy-2,3-dimethyl-4-cyclopentenone (12.6 g) and acetic anhydride (30 g) were charged, and the resultant mixture was stirred at 80°-100° C. for 3 hours. After completion of the reaction, the reaction mixture was subjected to the same work-up as in Example 11, followed by purification to give 16.2 g of dl-3-acetoxy-2,3-dimethyl-cyclopentenone. Yield, 96.5%. B.P., 52°-55° C./0.4-0.5 mmHg. Reactants: O=C(Cl)c1cccnc1Cl, Cl[Sn](Cl)(Cl)Cl, CC(NC(=O)c1ccc[nH]1)c1ccccc1, c1ccccc1. Yields the product CC(NC(=O)c1ccc(C(=O)c2cccnc2Cl)[nH]1)c1ccccc1. RXN SMILES: [Cl:17][c:18]1[c:19]([C:20](=[O:21])[Cl:22])[cH:23][cH:24][cH:25][n:26]1.[Sn:27]([Cl:28])([Cl:29])([Cl:30])[Cl:31].[c:1]1([CH:7]([CH3:8])[NH:9][C:10](=[O:11])[c:12]2[nH:13][cH:14][cH:15][cH:16]2)[cH:2][cH:3][cH:4][cH:5][cH:6]1.[cH:32]1[cH:33][cH:34][cH:35][cH:36][cH:37]1>>[c:1]1([CH:7]([CH3:8])[NH:9][C:10](=[O:11])[c:12]2[nH:13][c:14]([C:20]([c:19]3[c:18]([Cl:17])[n:26][cH:25][cH:24][cH:23]3)=[O:21])[cH:15][cH:16]2)[cH:2][cH:3][cH:4][cH:5][cH:6]1. The reactants are ice, OC(C(=O)OC)C1=C(C2=C(C(N1C)=O)NC=C2)C=2C(=C1CCCOC1=CC2)C (methyl 2-hydroxy-2-(6-methyl-4-(5-methylchroman-6-yl)-7-oxo-6,7-dihydro-1H-pyrrolo[2,3-c]pyridin-5-yl)acetate), C(C)(=O)OC(C)(C)C (tert-butyl acetate), Cl(=O)(=O)(=O)O (perchloric acid). Solvent: CO.C(Cl)Cl (MeOH DCM). Conditions: time 5 minute. Yields the product C(C)(C)(C)OC(C(=O)OC)C1=C(C2=C(C(N1C)=O)NC=C2)C=2C(=C1CCCOC1=CC2)C (methyl 2-(tert-butoxy)-2-(6-methyl-4-(5-methylchroman-6-yl)-7-oxo-6,7-dihydro-1H-pyrrolo[2,3-c]pyridin-5-yl)acetate). Yield: 46.1%. Reaction SMILES: [OH:1][CH:2]([C:7]1[N:12]([CH3:13])[C:11](=[O:14])[C:10]2[NH:15][CH:16]=[CH:17][C:9]=2[C:8]=1[C:18]1[C:19]([CH3:28])=[C:20]2[C:25](=[CH:26][CH:27]=1)[O:24][CH2:23][CH2:22][CH2:21]2)[C:3]([O:5][CH3:6])=[O:4].C(O[C:33]([CH3:36])([CH3:35])[CH3:34])(=O)C.Cl(O)(=O)(=O)=O>CO.C(Cl)Cl>[C:33]([O:1][CH:2]([C:7]1[N:12]([CH3:13])[C:11](=[O:14])[C:10]2[NH:15][CH:16]=[CH:17][C:9]=2[C:8]=1[C:18]1[C:19]([CH3:28])=[C:20]2[C:25](=[CH:26][CH:27]=1)[O:24][CH2:23][CH2:22][CH2:21]2)[C:3]([O:5][CH3:6])=[O:4])([CH3:36])([CH3:35])[CH3:34] |f:3.4|. Procedure details: An ice cold solution of methyl 2-hydroxy-2-(6-methyl-4-(5-methylchroman-6-yl)-7-oxo-6,7-dihydro-1H-pyrrolo[2,3-c]pyridin-5-yl)acetate (425 mg, 1.111 mmol) in tert-butyl acetate (15.000 mL, 111 mmol) was treated with perchloric acid (0.191 mL, 2.223 mmol), and stirred for 5 min. The reaction was then kept in the refrigerator without stirring overnight. The reaction was quenched with sat. NaHCO3 at 0° C., extracted with EtOAc 2×, washed with Brine, dried with Na2SO4, filtered, and concentrated. Pu... The reactants are COCC(=O)NC1=NC=CC(=C1)OC1=CC(=C(C=C1)[N+](=O)[O-])OC (2-methoxy-N-(4-(3-methoxy-4-nitrophenoxy)pyridin-2-yl)acetamide), CO (MeOH), CC(=O)O (AcOH), [H][H] (hydrogen). Reagents/catalysts: [Pt] (Pt/C). Run in C(Cl)Cl (DCM). Yields the product NC1=C(C=C(OC2=CC(=NC=C2)NC(COC)=O)C=C1)OC (N-(4-(4-amino-3-methoxyphenoxy)pyridin-2-yl)-2-methoxyacetamide). As a reaction SMILES: [CH3:1][O:2][CH2:3][C:4]([NH:6][C:7]1[CH:12]=[C:11]([O:13][C:14]2[CH:19]=[CH:18][C:17]([N+:20]([O-])=O)=[C:16]([O:23][CH3:24])[CH:15]=2)[CH:10]=[CH:9][N:8]=1)=[O:5].CO.CC(O)=O.[H][H]>C(Cl)Cl.[Pt]>[NH2:20][C:17]1[CH:18]=[CH:19][C:14]([O:13][C:11]2[CH:10]=[CH:9][N:8]=[C:7]([NH:6][C:4](=[O:5])[CH2:3][O:2][CH3:1])[CH:12]=2)=[CH:15][C:16]=1[O:23][CH3:24]. Procedure details: A solution of 2-methoxy-N-(4-(3-methoxy-4-nitrophenoxy)pyridin-2-yl)acetamide (400 mg, 1.20 mmol) in a mixture of DCM (5.0 mL), MeOH, (5.0 mL) and AcOH (0.5 mL) was subjected to hydrogenation by passage through a Thales H-cube (0.8 mL min−1, 60° C., 30 mm 10% Pt/C Cat-Cart, full hydrogen mode) and was then evaporated in vacuo to afford the title compound, Intermediate H6; Rt 1.10 min (Method 2); m/z 304 (M+H)+ (ES+). This sample, containing residual acetic acid, was used without further purifica...